From a dataset of the Open Reaction Database (ORD), a public repository of structured organic reaction records. describe an organic reaction: reactants, conditions, products, and yield Starting materials: C(=O)([O-])[O-].[K+].[K+] (K2CO3), C(C1=CC=CC=C1)(=O)OC/C(=C\CCCCC1=CC=CC=C1)/C(=O)OC(C)(C)C ((E)-2-t-Butoxycarbonyl-7-phenylhept-2-enyl benzoate), CC(=O)O (HOAc). Run in CO (MeOH). Run at temperature 0 celsius. The product is OC/C(/C(=O)OC(C)(C)C)=C\CCCCC1=CC=CC=C1 (t-butyl (E)-2-hydroxymethyl-7-phenylhept-2-enoate). The yield is 50.5%. As a reaction SMILES: C([O:9][CH2:10]/[C:11](/[C:23]([O:25][C:26]([CH3:29])([CH3:28])[CH3:27])=[O:24])=[CH:12]\[CH2:13][CH2:14][CH2:15][CH2:16][C:17]1[CH:22]=[CH:21][CH:20]=[CH:19][CH:18]=1)(=O)C1C=CC=CC=1.C([O-])([O-])=O.[K+].[K+].CC(O)=O>CO>[OH:9][CH2:10]/[C:11](=[CH:12]\[CH2:13][CH2:14][CH2:15][CH2:16][C:17]1[CH:18]=[CH:19][CH:20]=[CH:21][CH:22]=1)/[C:23]([O:25][C:26]([CH3:29])([CH3:27])[CH3:28])=[O:24] |f:1.2.3|. Reported procedure: (E)-2-t-Butoxycarbonyl-7-phenylhept-2-enyl benzoate (5.9 g, 15 mmol) is dissolved in MeOH (75 mL) and cooled to 0° C. K2CO3 (2 g, 15 mmol) is added with stirring and the reaction is allowed to warm to 23° C. After 2 hours the reaction is neutralized with HOAc and the reaction is concentrated to approximately half of its volume. After diluting with ether (500 mL), the solution is washed with water (50 mL) and brine (50 mL). The resulting solution is dried (MgSO4) and concentrated in vacuo. The cr...